From a dataset of the Open Reaction Database (ORD), a public repository of structured organic reaction records. describe an organic reaction: reactants, conditions, products, and yield Product: BrCCCC=CC1=CC=C(C=C1)C#N (1-Bromo-5-(4-Cyanophenyl]-4-Pentene). Conditions: temperature -20 celsius, time 30 minute. Solvent: C1CCOC1 (THF), C1CCOC1 (THF). Reactants: solution, C[Si](C)(C)[N-][Si](C)(C)C.[Li+] (lithium bis(trimethylsilyl)amide), BrCCCC=O (4-bromobutanal), [Br-].C(#N)C1=CC=C(C=C1)C[P+](C1=CC=CC=C1)(C1=CC=CC=C1)C1=CC=CC=C1 ((4-cyanophenylmethyl)triphenylphosphonium bromide). RXN SMILES: [Br-].[C:2]([C:4]1[CH:9]=[CH:8][C:7]([CH2:10][P+](C2C=CC=CC=2)(C2C=CC=CC=2)C2C=CC=CC=2)=[CH:6][CH:5]=1)#[N:3].C[Si]([N-][Si](C)(C)C)(C)C.[Li+].[Br:40][CH2:41][CH2:42][CH2:43][CH:44]=O>C1COCC1>[Br:40][CH2:41][CH2:42][CH2:43][CH:44]=[CH:10][C:7]1[CH:6]=[CH:5][C:4]([C:2]#[N:3])=[CH:9][CH:8]=1 |f:0.1,2.3|. Reported procedure: Add (4-cyanophenylmethyl)triphenylphosphonium bromide (27.25 g) to dry THF (65 ml) and cool to -20° C. under an argon atmosphere. With stirring, dropwise add 65 ml of a solution of 1 molar lithium bis(trimethylsilyl)amide in THF, maintaining the temperature at -20° C. Stir for 30 minutes at -20° C.; then for 30 minutes at 0° C. Cool to -20° C. and add freshly distilled 4-bromobutanal (10.50 g) dropwise with stirring. Stir at -20° C. for 1 hour, then at room temperature for 16 hours. Remove the s... Starting materials: Brc1ncc(Br)n2ccnc12, Cc1ccccc1, Cn1nnc(-c2ccc(N)cc2)n1, CC(C)(C)[O-], [Na+], O=C(C=Cc1ccccc1)C=Cc1ccccc1, O=C(C=Cc1ccccc1)C=Cc1ccccc1, O=C(C=Cc1ccccc1)C=Cc1ccccc1, O=C(NCc1ccc(O)cc1)c1ccc(Nc2ncc(-c3cn[nH]c3)n3ccnc23)cc1, [Pd], [Pd]. The product is Cn1nnc(-c2ccc(Nc3ncc(Br)n4ccnc34)cc2)n1. RXN SMILES: [Br:33][c:34]1[cH:35][n:36][c:37]([Br:43])[c:38]2[n:39]1[cH:40][cH:41][n:42]2.[CH3:119][c:120]1[cH:121][cH:122][cH:123][cH:124][cH:125]1.[CH3:44][n:45]1[n:46][c:47](-[c:50]2[cH:51][cH:52][c:53]([NH2:56])[cH:54][cH:55]2)[n:48][n:49]1.[CH3:57][C:58]([CH3:59])([O-:60])[CH3:61].[Na+:62].[O:101]=[C:102]([CH:103]=[CH:104][c:105]1[cH:106][cH:107][cH:108][cH:109][cH:110]1)[CH:111]=[CH:112][c:113]1[cH:114][cH:115][cH:116][cH:117][cH:118]1.[O:65]=[C:66]([CH:67]=[CH:68][c:69]1[cH:70][cH:71][cH:72][cH:73][cH:74]1)[CH:75]=[CH:76][c:77]1[cH:78][cH:79][cH:80][cH:81][cH:82]1.[O:83]=[C:84]([CH:85]=[CH:86][c:87]1[cH:88][cH:89][cH:90][cH:91][cH:92]1)[CH:93]=[CH:94][c:95]1[cH:96][cH:97][cH:98][cH:99][cH:100]1.[OH:1][c:2]1[cH:3][cH:4][c:5]([CH2:6][NH:7][C:8](=[O:9])[c:10]2[cH:11][cH:12][c:13]([NH:14][c:15]3[c:16]4[n:17]([cH:18][cH:19][n:20]4)[c:21](-[c:22]4[cH:23][n:24][nH:25][cH:26]4)[cH:27][n:28]3)[cH:29][cH:30]2)[cH:31][cH:32]1.[Pd:63].[Pd:64]>>[Br:33][c:34]1[cH:35][n:36][c:37]([NH:56][c:53]2[cH:52][cH:51][c:50](-[c:47]3[n:46][n:45]([CH3:44])[n:49][n:48]3)[cH:55][cH:54]2)[c:38]2[n:39]1[cH:40][cH:41][n:42]2. The reactants are CC(=O)OCCCCCBr, O=C([O-])[O-], CN(C)C=O, Clc1ncnc2cc[nH]c12, [Cs+], [Cs+], O. The product is CC(=O)OCCCCCn1ccc2ncnc(Cl)c21. RXN SMILES: [C:11]([CH3:12])(=[O:13])[O:14][CH2:15][CH2:16][CH2:17][CH2:18][CH2:19][Br:20].[C:21](=[O:22])([O-:23])[O-:24].[CH3:27][N:28]([CH3:29])[CH:30]=[O:31].[Cl:1][c:2]1[c:3]2[c:4]([n:5][cH:6][n:7]1)[cH:8][cH:9][nH:10]2.[Cs+:25].[Cs+:26].[OH2:32]>>[Cl:1][c:2]1[c:3]2[c:4]([n:5][cH:6][n:7]1)[cH:8][cH:9][n:10]2[CH2:19][CH2:18][CH2:17][CH2:16][CH2:15][O:14][C:11]([CH3:12])=[O:13]. The reactants are C1C2CC3CC1CC(C2)(C3)N (Amantadine), C(C)(C)(C)OC(=O)NC(SC)=NC(=O)OC(C)(C)C (1,3-bis(tert-butoxycarbonyl)-2-methyl-2-thiopseudourea), O (H2O). Reagents/catalysts: Cl[Hg]Cl (HgCl2). Run in CN(C)C=O (DMF). The product is C12(CC3CC(CC(C1)C3)C2)NC(=N)N (1-(adamantyl)guanidine). As a reaction SMILES: [CH2:1]1[CH:6]2[CH2:7][C:8]3([NH2:11])[CH2:10][CH:4]([CH2:5]2)[CH2:3][CH:2]1[CH2:9]3.C(OC([NH:19][C:20](=[N:23]C(OC(C)(C)C)=O)SC)=O)(C)(C)C.O>CN(C=O)C.Cl[Hg]Cl>[C:8]12([NH:11][C:20]([NH2:23])=[NH:19])[CH2:10][CH:4]3[CH2:5][CH:6]([CH2:1][CH:2]([CH2:3]3)[CH2:9]1)[CH2:7]2. Procedure: Amantadine (0.30 g, 2 mmol), HgCl2 (0.54 g, 2 mmol), and 1,3-bis(tert-butoxycarbonyl)-2-methyl-2-thiopseudourea (0.58 g, 2 mmol) were stirred in DMF (10 mL) under a N2 atmosphere for 24 h. H2O was added to the reaction mixture, and the white precipitate was removed by filtration. The precipitate was washed with CH2Cl2 twice, and the combined filtrate was extracted with CH2Cl2, washed with brine and dried over MgSO4, concentrated in vacuo, and purified by flash chromatography. The Boc protecting ...